This data is from the Open Reaction Database (ORD), a public repository of structured organic reaction records. The task is: describe an organic reaction: reactants, conditions, products, and yield Starting materials: COC(=O)c1cccc(NC(=O)OCc2ccccc2)n1, CCO, CC#N, NN, O. The product is NNC(=O)c1cccc(NC(=O)OCc2ccccc2)n1. As a reaction SMILES: [CH2:1]([c:2]1[cH:3][cH:4][cH:5][cH:6][cH:7]1)[O:8][C:9](=[O:10])[NH:11][c:12]1[cH:13][cH:14][cH:15][c:16]([C:18]([O:20][CH3:19])=[O:21])[n:17]1.[CH3:25][CH2:26][OH:27].[CH3:28][C:29]#[N:30].[NH2:23][NH2:24].[OH2:22]>>[CH2:1]([c:2]1[cH:3][cH:4][cH:5][cH:6][cH:7]1)[O:8][C:9](=[O:10])[NH:11][c:12]1[cH:13][cH:14][cH:15][c:16]([C:18](=[O:20])[NH:23][NH2:24])[n:17]1. Reactants: CO, COC(=O)C1CCC(C(=O)OC)CC1, [Li+], C1CCOC1, [OH-], O. Product: COC(=O)C1CCC(C(=O)O)CC1. RXN SMILES: [CH3:18][OH:19].[CH:1]1([C:11](=[O:12])[O:13][CH3:14])[CH2:2][CH2:3][CH:4]([C:7](=[O:8])[O:9][CH3:10])[CH2:5][CH2:6]1.[Li+:15].[O:20]1[CH2:21][CH2:22][CH2:23][CH2:24]1.[OH-:16].[OH2:17]>>[CH:1]1([C:11](=[O:12])[OH:13])[CH2:2][CH2:3][CH:4]([C:7](=[O:8])[O:9][CH3:10])[CH2:5][CH2:6]1.